This data is from the Open Reaction Database (ORD), a public repository of structured organic reaction records. The task is: describe an organic reaction: reactants, conditions, products, and yield The product is CC1(C#N)CN(C(=O)OC(C)(C)C)C1. Reaction SMILES: [C:1](#[N:2])[CH:3]1[CH2:4][N:5]([C:7](=[O:8])[O:9][C:10]([CH3:11])([CH3:12])[CH3:13])[CH2:6]1.[CH2:26]1[O:27][CH2:28][CH2:29][CH2:30]1.[CH3:14][Si:15]([N-:16][Si:17]([CH3:18])([CH3:19])[CH3:20])([CH3:21])[CH3:22].[I:24][CH3:25].[Li+:23]>>[C:1](#[N:2])[C:3]1([CH3:14])[CH2:4][N:5]([C:7](=[O:8])[O:9][C:10]([CH3:11])([CH3:12])[CH3:13])[CH2:6]1. Starting materials: CC(C)(C)OC(=O)N1CC(C#N)C1, C1CCOC1, C[Si](C)(C)[N-][Si](C)(C)C, CI, [Li+]. Isolated yield 97.8%. Run in CO (methanol). Reaction SMILES: [CH3:1][O:2][C:3](=[O:18])[C:4](=[CH:8][C:9]1[CH:14]=[CH:13][CH:12]=[C:11]([N+:15]([O-:17])=[O:16])[CH:10]=1)[C:5]([CH3:7])=O.[C:19]1(=[O:47])[N:23]([CH2:24][CH2:25][CH2:26][CH2:27][CH2:28][CH2:29][CH2:30][CH2:31][CH2:32][CH2:33][CH2:34][O:35][C:36](=[O:41])/[CH:37]=[C:38](\[NH2:40])/[CH3:39])[C:22](=[O:42])[C:21]2=[CH:43][CH:44]=[CH:45][CH:46]=[C:20]12>CO>[CH3:7][C:5]1[NH:40][C:38]([CH3:39])=[C:37]([C:36]([O:35][CH2:34][CH2:33][CH2:32][CH2:31][CH2:30][CH2:29][CH2:28][CH2:27][CH2:26][CH2:25][CH2:24][N:23]2[C:19](=[O:47])[C:20]3=[CH:46][CH:45]=[CH:44][CH:43]=[C:21]3[C:22]2=[O:42])=[O:41])[CH:8]([C:9]2[CH:14]=[CH:13][CH:12]=[C:11]([N+:15]([O-:17])=[O:16])[CH:10]=2)[C:4]=1[C:3]([O:2][CH3:1])=[O:18]. The product is CC=1NC(=C(C(C1C(=O)OC)C1=CC(=CC=C1)[N+](=O)[O-])C(=O)OCCCCCCCCCCCN1C(C=2C(C1=O)=CC=CC2)=O)C (1,4-Dihydro-2,6-dimethyl-3-methoxycarbonyl-4-(3-nitrophenyl)-5-(11-phthalimido-undecyloxy)carbonyl-pyridine). Reported procedure: Prepared by a method analogous to that of Example 1(a) from 9.33 g (37.5 mmol) of 2-(3-nitrobenzylidene)-acetoacetic acid methyl ester and 15.00 g (37.5 mmol) of 3-amino-crotonic acid-(11-phthalimido-undecyl)ester. 23.18 g (98%) of yellow crystals, melting point 130°-132° C., obtained from methanol. Starting materials: COC(C(C(=O)C)=CC1=CC(=CC=C1)[N+](=O)[O-])=O (2-(3-nitrobenzylidene)-acetoacetic acid methyl ester), C1(C=2C(C(N1CCCCCCCCCCCOC(\C=C(\C)/N)=O)=O)=CC=CC2)=O (3-amino-crotonic acid-(11-phthalimido-undecyl)ester). The reactants are COc1ccc(-c2ccc(C=O)cc2)cc1C12CC3CC(CC(C3)C1)C2, C1CCNCC1, Cc1ccccc1, CC(=O)O, O=C1CSC(=O)N1. Yields the product COc1ccc(-c2ccc(C=C3SC(=O)NC3=O)cc2)cc1C12CC3CC(CC(C3)C1)C2. RXN SMILES: [C:14]12([c:24]3[cH:25][c:26](-[c:32]4[cH:33][cH:34][c:35]([CH:36]=[O:37])[cH:38][cH:39]4)[cH:27][cH:28][c:29]3[O:30][CH3:31])[CH2:15][CH:16]3[CH2:17][CH:18]([CH2:19][CH:20]([CH2:21]1)[CH2:22]3)[CH2:23]2.[CH2:8]1[CH2:9][CH2:10][NH:11][CH2:12][CH2:13]1.[CH3:1][c:2]1[cH:3][cH:4][cH:5][cH:6][cH:7]1.[CH3:47][C:48](=[O:49])[OH:50].[S:40]1[C:41](=[O:46])[NH:42][C:43](=[O:45])[CH2:44]1>>[C:14]12([c:24]3[cH:25][c:26](-[c:32]4[cH:33][cH:34][c:35]([CH:36]=[C:44]5[S:40][C:41](=[O:46])[NH:42][C:43]5=[O:45])[cH:38][cH:39]4)[cH:27][cH:28][c:29]3[O:30][CH3:31])[CH2:15][CH:16]3[CH2:17][CH:18]([CH2:19][CH:20]([CH2:21]1)[CH2:22]3)[CH2:23]2. Starting materials: C1(=CC=CC=C1)O (phenol), ClC(CCl)Cl (1,1,2-trichloroethane), F[N+]1=C(C=CC=C1S(=O)(=O)[O-])Cl (N-fluoro-2-chloropyridinium-6-sulfonate). The product is FC1=C(C=CC=C1)O (o-Fluorophenol), C1(=CC=CC=C1)O (phenol). As a reaction SMILES: [C:1]1([OH:7])[CH:6]=[CH:5][CH:4]=[CH:3][CH:2]=1.ClC(Cl)CCl.[F:13][N+]1C(S([O-])(=O)=O)=CC=CC=1Cl>>[F:13][C:2]1[CH:3]=[CH:4][CH:5]=[CH:6][C:1]=1[OH:7].[C:1]1([OH:7])[CH:6]=[CH:5][CH:4]=[CH:3][CH:2]=1. Procedure details: A 25 ml egg-plant type flask was flushed with argon, and 42.4 mg (0.45 mmol) of phenol, 2 ml of dry 1,1,2-trichloroethane and 95.3 mg (0.45 mmol) of N-fluoro-2-chloropyridinium-6-sulfonate were charged. The flask was immersed in an oil bath of 100° C. and heated for 49 hours. After completion of the reaction, the reaction solution was washed with water to remove 2-chloropyridine-6-sulfonic acid. The organic layer was quantitatively analyzed by gas chromatography. o-Fluorophenol was obtained at a... Starting materials: C1(=CC=CC=C1)SCCCCOC=1C=CC=C2C=CC(NC12)=O (8-(4-phenylmercapto-butoxy)-carbostyril), OO (hydrogen peroxide). Product: C1(=CC=CC=C1)S(=O)CCCCOC=1C=CC=C2C=CC(NC12)=O (8-(4-Phenylsulfinyl-butoxy)-carbostyril). RXN SMILES: [C:1]1([S:7][CH2:8][CH2:9][CH2:10][CH2:11][O:12][C:13]2[CH:14]=[CH:15][CH:16]=[C:17]3[C:22]=2[NH:21][C:20](=[O:23])[CH:19]=[CH:18]3)[CH:6]=[CH:5][CH:4]=[CH:3][CH:2]=1.[OH:24]O>>[C:1]1([S:7]([CH2:8][CH2:9][CH2:10][CH2:11][O:12][C:13]2[CH:14]=[CH:15][CH:16]=[C:17]3[C:22]=2[NH:21][C:20](=[O:23])[CH:19]=[CH:18]3)=[O:24])[CH:6]=[CH:5][CH:4]=[CH:3][CH:2]=1. Procedure: Prepared analogous to Example 88 from 8-(4-phenylmercapto-butoxy)-carbostyril by oxidation with hydrogen peroxide. The reactants are CC(C)(C)[Si](C)(C)OCCCc1cccc(OCc2ccccc2)c1, CO. The product is CC(C)(C)[Si](C)(C)OCCCc1cccc(O)c1. RXN SMILES: [CH2:1]([c:2]1[cH:3][cH:4][cH:5][cH:6][cH:7]1)[O:8][c:9]1[cH:10][c:11]([CH2:15][CH2:16][CH2:17][O:18][Si:19]([CH3:20])([CH3:21])[C:22]([CH3:23])([CH3:24])[CH3:25])[cH:12][cH:13][cH:14]1.[CH3:26][OH:27]>>[OH:8][c:9]1[cH:10][c:11]([CH2:15][CH2:16][CH2:17][O:18][Si:19]([CH3:20])([CH3:21])[C:22]([CH3:23])([CH3:24])[CH3:25])[cH:12][cH:13][cH:14]1. Reactants: CCO, CCN(C(C)C)C(C)C, CC1(C)OC(=O)c2ccccc2C1n1cncc1CCl. Yields the product CCOCc1cncn1C1c2ccccc2C(=O)OC1(C)C. Reaction SMILES: [CH3:30][CH2:31][OH:32].[CH:21]([N:22]([CH:23]([CH3:24])[CH3:25])[CH2:26][CH3:27])([CH3:28])[CH3:29].[Cl:1][CH2:2][c:3]1[cH:4][n:5][cH:6][n:7]1[CH:8]1[C:9]([CH3:19])([CH3:20])[O:10][C:11](=[O:18])[c:12]2[cH:13][cH:14][cH:15][cH:16][c:17]21>>[CH2:2]([c:3]1[cH:4][n:5][cH:6][n:7]1[CH:8]1[C:9]([CH3:19])([CH3:20])[O:10][C:11](=[O:18])[c:12]2[cH:13][cH:14][cH:15][cH:16][c:17]21)[O:32][CH2:31][CH3:30]. The reactants are FC1=CC=C(CC2=CC=C(S2)I)C=C1 (5-(4-fluorobenzyl)-2-iodothiophene), FC1=CC=C(CC=2SC=CC2)C=C1 (2-(4-fluorobenzyl)thiophene), HIO3, II (I2), OS(=O)(=O)O (H2SO4). Run in [Cl-].[Na+].O (brine), C(C)(=O)O (acetic acid), C(C)(=O)OCC (ethyl acetate). Reaction conditions: temperature 35 celsius. Product: FC1=CC=C(C=C1)C1=CC=C(S1)I (5-(4-fluorophenyl)-2-iodothiophene). Reaction SMILES: [F:1]C1C=CC(CC2SC=CC=2)=CC=1.II.OS(O)(=O)=O.F[C:22]1[CH:34]=C[C:25]([CH2:26][C:27]2[S:31][C:30]([I:32])=[CH:29][CH:28]=2)=[CH:24][CH:23]=1>[Cl-].[Na+].O.C(O)(=O)C.C(OCC)(=O)C>[F:1][C:23]1[CH:22]=[CH:34][C:26]([C:27]2[S:31][C:30]([I:32])=[CH:29][CH:28]=2)=[CH:25][CH:24]=1 |f:4.5.6|. Procedure: A mixture of 2-(4-fluorobenzyl)thiophene (8.4 g, 43.7 mmol), HIO3 (1.86 g, 10.6 mmol), I2 (4.86 g, 19.2 mmol), ethyl acetate (66 ml), acetic acid (7.7 ml) and conc. H2SO4 (0.79 ml) was heated at 35° C. overnight (GC-MS showed that all the starting material is converted to 5-(4-fluorobenzyl)-2-iodothiophene). To the reaction mixture was added brine solution (33 ml), the organic layer was separated and washed with sodium hydroxide/sodium thiosulfate solution (33 ml) (prepared from 2.3 g of NaOH, 3... Reactants: O (Water), C(C)OC(C(CC1=CC=C(C=C1)OC1=NC(=NC(=C1)N1CCNCC1)N)(OC1=CC=CC=C1)C)=O (3-[4-(2-Amino-6-piperazin-1-yl-pyrimidin-4-yloxy)-phenyl]-2-methyl-2-phenoxy-propionic acid ethyl ester), N1=C(C=CC=C1)C=O (pyridine-2-carbaldehyde), C(C)(=O)O[BH-](OC(C)=O)OC(C)=O.[Na+] (Sodium triacetoxyborohydride). Run in ClCCl (dichloromethane), ClCCl (dichloromethane). Product: C(C)OC(C(CC1=CC=C(C=C1)OC1=NC(=NC(=C1)N1CCN(CC1)CC1=NC=CC=C1)N)(OC1=CC=CC=C1)C)=O (3-{4-[2-Amino-6-(4-pyridin-2-ylmethyl-piperazin-1-yl)-pyrimidin-4-yloxy]-phenyl}-2-methyl-2-phenoxy-propionic acid ethyl ester). RXN SMILES: [CH2:1]([O:3][C:4](=[O:35])[C:5]([CH3:34])([O:27][C:28]1[CH:33]=[CH:32][CH:31]=[CH:30][CH:29]=1)[CH2:6][C:7]1[CH:12]=[CH:11][C:10]([O:13][C:14]2[CH:19]=[C:18]([N:20]3[CH2:25][CH2:24][NH:23][CH2:22][CH2:21]3)[N:17]=[C:16]([NH2:26])[N:15]=2)=[CH:9][CH:8]=1)[CH3:2].[N:36]1[CH:41]=[CH:40][CH:39]=[CH:38][C:37]=1[CH:42]=O.C(O[BH-](OC(=O)C)OC(=O)C)(=O)C.[Na+].O>ClCCl>[CH2:1]([O:3][C:4](=[O:35])[C:5]([CH3:34])([O:27][C:28]1[CH:33]=[CH:32][CH:31]=[CH:30][CH:29]=1)[CH2:6][C:7]1[CH:12]=[CH:11][C:10]([O:13][C:14]2[CH:19]=[C:18]([N:20]3[CH2:21][CH2:22][N:23]([CH2:42][C:37]4[CH:38]=[CH:39][CH:40]=[CH:41][N:36]=4)[CH2:24][CH2:25]3)[N:17]=[C:16]([NH2:26])[N:15]=2)=[CH:9][CH:8]=1)[CH3:2] |f:2.3|. Reported procedure: To a stirring solution of 3-[4-(2-Amino-6-piperazin-1-yl-pyrimidin-4-yloxy)-phenyl]-2-methyl-2-phenoxy-propionic acid ethyl ester (1 mmol) in dry dichloromethane (20 ml) under N2 was added pyridine-2-carbaldehyde (1.1 mmol). The reaction was stirred at room temperature for half an hour, then Sodium triacetoxyborohydride (1.3 mmol) was then added and stirred over night. Water (10 mL), the biphasic mixture was diluted with dichloromethane and partitioned, and the organic layer was washed with brin...